Dataset: the Open Reaction Database (ORD), a public repository of structured organic reaction records. Task: describe an organic reaction: reactants, conditions, products, and yield The reactants are ClC1=CC(=C(C=C1Cl)N)N (4,5-dichloro-1,2-phenylenediamine), solvent, C1(=CC=C(C=C1)S(=O)(=O)O)C (p-toluenesulfonic acid), C(C)(OCC)(OCC)OCC (Triethyl orthoacetate). Run in C1(=CC=CC=C1)C (toluene). Run at time 8 hour. Yields the product ClC1=CC2=C(N=C(N2)C)C=C1Cl (5,6-dichloro-2-methylbenzimidazole). Reaction SMILES: [Cl:1][C:2]1[C:7]([Cl:8])=[CH:6][C:5]([NH2:9])=[C:4]([NH2:10])[CH:3]=1.[C:11]1(C)C=CC(S(O)(=O)=O)=C[CH:12]=1.C(OCC)(OCC)(OCC)C>C1(C)C=CC=CC=1>[Cl:1][C:2]1[C:7]([Cl:8])=[CH:6][C:5]2[N:9]=[C:11]([CH3:12])[NH:10][C:4]=2[CH:3]=1. Reported procedure: A mixture of 4,5-dichloro-1,2-phenylenediamine (25 g, 0.14 mol) and a catalytic amount of p-toluenesulfonic acid suspended in toluene (200 mL) is heated to reflux in a 500 mL three-necked flask fitted with a reflux condenser and addition funnel. Triethyl orthoacetate (23 g, 0.14 mol) is added dropwise over the course of 2 hours. The reflux condenser is then replaced with a distillation head and approximately 50 mL of solvent (mixture of ethanol and toluene) is collected. The remaining reaction m... Reactants: BrC=1C=C2CCOC(C2=CC1)CC(=O)O ((6-Bromoisochroman-1-yl)acetic acid), FC1=CC=C(C=C1)N1CCN(CC1)C(CC1OCCC2=CC(=CC=C12)Br)=O (1-(4-fluorophenyl)-4-[2-(6-bromoisochroman-1-yl)]acetyl piperazine), O.Cl.Cl.C1(OCCC2=CC=CC=C12)CCN1CCN(CC1)C1=C(C=CC=C1)OC (1-[2-(Isochroman-1-yl)ethyl]-4-(2-methoxyphenyl)piperazine dihydrochloride monohydrate), amide. Yields the product FC1=CC=C(C=C1)N1CCN(CC1)CCC1OCCC2=CC(=CC=C12)Br (1-(4-Fluorophenyl)-4-[2-(6-bromoisochroman-1-yl)-ethyl]piperazine). Reaction SMILES: BrC1C=C2C(=CC=1)C(CC(O)=O)OCC2.O.Cl.Cl.C1(CCN2CCN(C3C=CC=CC=3OC)CC2)C2C(=CC=CC=2)CCO1.[F:45][C:46]1[CH:51]=[CH:50][C:49]([N:52]2[CH2:57][CH2:56][N:55]([C:58](=O)[CH2:59][CH:60]3[C:69]4[C:64](=[CH:65][C:66]([Br:70])=[CH:67][CH:68]=4)[CH2:63][CH2:62][O:61]3)[CH2:54][CH2:53]2)=[CH:48][CH:47]=1>>[F:45][C:46]1[CH:51]=[CH:50][C:49]([N:52]2[CH2:53][CH2:54][N:55]([CH2:58][CH2:59][CH:60]3[C:69]4[C:64](=[CH:65][C:66]([Br:70])=[CH:67][CH:68]=4)[CH2:63][CH2:62][O:61]3)[CH2:56][CH2:57]2)=[CH:48][CH:47]=1 |f:1.2.3.4|. Procedure: (6-Bromoisochroman-1-yl)acetic acid (EXAMPLE 22, LXVIII) is coupled with 4-fluorophenylpiperazine (XI) and the resulting amide, 1-(4-fluorophenyl)-4-[2-(6-bromoisochroman-1-yl)]acetyl piperazine (LXIII, 1.64 mmol) is reduced following the general procedure of EXAMPLE 50 and making non-critical variations, to give the title compound, HRMS Calcd for C21H24N2O1Br1F1 =418.1056, found=418.1057.